Dataset: the Open Reaction Database (ORD), a public repository of structured organic reaction records. Task: describe an organic reaction: reactants, conditions, products, and yield Reactants: FC(C1=C(CS(=O)(=O)N)C=CC=C1)(F)F (2-trifluoromethylbenzylsulfonamide), C1(CCCCC1)N=C=NC1CCCCC1 (dicyclohexylcarbodiimide), COC1=CC(=NC(=N1)C)C(=O)O (6-methoxy-2-methylpyrimidine-4-carboxylic acid). Reagents/catalysts: CN(C1=CC=NC=C1)C (4-dimethylaminopyridine). Solvent: ClCCl (dichloromethane). Run at temperature 0 celsius, time 0.5 hour. The product is FC(C1=C(CS(=O)(=O)NC(=O)C2=NC(=NC(=C2)OC)C)C=CC=C1)(F)F (2-Trifluoromethyl-N-[(6-methoxy-2-methylpyrimidin-4-yl)carbonyl]benzylsulfonamide). RXN SMILES: [F:1][C:2]([F:15])([F:14])[C:3]1[CH:13]=[CH:12][CH:11]=[CH:10][C:4]=1[CH2:5][S:6]([NH2:9])(=[O:8])=[O:7].C1(N=C=NC2CCCCC2)CCCCC1.[CH3:31][O:32][C:33]1[N:38]=[C:37]([CH3:39])[N:36]=[C:35]([C:40](O)=[O:41])[CH:34]=1>CN(C)C1C=CN=CC=1.ClCCl>[F:15][C:2]([F:14])([F:1])[C:3]1[CH:13]=[CH:12][CH:11]=[CH:10][C:4]=1[CH2:5][S:6]([NH:9][C:40]([C:35]1[CH:34]=[C:33]([O:32][CH3:31])[N:38]=[C:37]([CH3:39])[N:36]=1)=[O:41])(=[O:7])=[O:8]. Procedure details: 2.4 g of 2-trifluoromethylbenzylsulfonamide are added in portions at 0°-2° C. to a mixture of 2.3 g of dicyclohexylcarbodiimide, 120 mg of 4-dimethylaminopyridine and 2.0 g of 6-methoxy-2-methylpyrimidine-4-carboxylic acid in 80 ml of abs. dichloromethane. The mixture is then stirred at 0° C. for 1/2 h, allowed to warm to room temperature and then stirred for 14 h. The precipitated urea is filtered off with suction, the solvent is distilled off under reduced pressure, and the residue is dissolve... Reactants: CNCCO, CCO, O=C(N1CCOCC1)N1CC(c2ccc(C(F)(F)F)cc2)CC(c2nc(Cl)no2)C1. Product: CN(CCO)c1noc(C2CC(c3ccc(C(F)(F)F)cc3)CN(C(=O)N3CCOCC3)C2)n1. RXN SMILES: [CH3:31][NH:32][CH2:33][CH2:34][OH:35].[CH3:36][CH2:37][OH:38].[Cl:1][c:2]1[n:3][o:4][c:5]([CH:7]2[CH2:8][N:9]([C:23](=[O:24])[N:25]3[CH2:26][CH2:27][O:28][CH2:29][CH2:30]3)[CH2:10][CH:11]([c:13]3[cH:14][cH:15][c:16]([C:19]([F:20])([F:21])[F:22])[cH:17][cH:18]3)[CH2:12]2)[n:6]1>>[c:2]1([N:32]([CH3:31])[CH2:33][CH2:34][OH:35])[n:3][o:4][c:5]([CH:7]2[CH2:8][N:9]([C:23](=[O:24])[N:25]3[CH2:26][CH2:27][O:28][CH2:29][CH2:30]3)[CH2:10][CH:11]([c:13]3[cH:14][cH:15][c:16]([C:19]([F:20])([F:21])[F:22])[cH:17][cH:18]3)[CH2:12]2)[n:6]1. Starting materials: [Al+3].[Cl-].[Cl-].[Cl-] (AlCl3), ClC1=C(C=CC=C1)CC(=O)Cl (o-chlorophenylacetyl chloride), C(C)OCC (diethyl ether), C(=O)=O.CC(=O)C (dry ice acetone). Solvent: ClCCl (dichloromethane), ClCCl (dichloromethane), CCCCCC (hexane). Reaction conditions: temperature 5 celsius, time 4 hour. Yields the product ClC=1C=CC=C2CCC(CC12)=O (8-chloro-2-tetralone). As a reaction SMILES: [Al+3].[Cl-].[Cl-].[Cl-].[Cl:5][C:6]1[CH:11]=[CH:10][CH:9]=[CH:8][C:7]=1[CH2:12][C:13](Cl)=[O:14].C(=O)=O.[CH3:19][C:20](C)=O.C(OCC)C>ClCCl.CCCCCC>[Cl:5][C:6]1[CH:11]=[CH:10][CH:9]=[C:8]2[C:7]=1[CH2:12][C:13](=[O:14])[CH2:20][CH2:19]2 |f:0.1.2.3,5.6|. Procedure: To a slurry of 46.5 gm (0.348 mole) AlCl3 in 400 mL dichloromethane at -78° C. was added a solution of 32.76 gm (0.174 mole) of the previously prepared o-chlorophenylacetyl chloride in 100 mL dichloromethane dropwise over 1 hour. The dry ice/acetone bath then was replaced with an ice/water bath and ethylene was bubbled into the reaction mixture during which time the temperature rose to 15° C. The ethylene addition was discontinued at the end of the exotherm and the reaction mixture was stirred a... The reactants are ClCC1=NOC(=C1)C1=CC=C(C=C1)Cl (3-chloromethyl-5-(4-chloro-phenyl)-isoxazole), COC(CC=1C2=C(SC1)C=C(C(=C2)C)O)=O ((6-Hydroxy-5-methyl-benzo[b]thiophen-3-yl)-acetic acid methyl ester), COC(CC=1C2=C(SC1)C(=CC=C2)OCC2=NOC(=C2)C2=CC=C(C=C2)Cl)=O ({7-[5-(4-Chloro-phenyl)-isoxazol-3-ylmethoxy]-benzo[b]thiophen-3-yl}-acetic acid methyl ester). Product: CC1=CC2=C(SC=C2CC(=O)O)C=C1OCC1=NOC(=C1)C1=CC=C(C=C1)Cl ({5-Methyl-6-[5-(4-chloro-phenyl)-isoxazol-3-ylmethoxy]-benzo-[b]thiophen-3-yl}-acetic acid). As a reaction SMILES: Cl[CH2:2][C:3]1[CH:7]=[C:6]([C:8]2[CH:13]=[CH:12][C:11]([Cl:14])=[CH:10][CH:9]=2)[O:5][N:4]=1.C[O:16][C:17](=[O:30])[CH2:18][C:19]1[C:20]2[CH:27]=[C:26]([CH3:28])[C:25]([OH:29])=[CH:24][C:21]=2[S:22][CH:23]=1.COC(=O)CC1C2C=CC=C(OCC3C=C(C4C=CC(Cl)=CC=4)ON=3)C=2SC=1>>[CH3:28][C:26]1[C:25]([O:29][CH2:2][C:3]2[CH:7]=[C:6]([C:8]3[CH:13]=[CH:12][C:11]([Cl:14])=[CH:10][CH:9]=3)[O:5][N:4]=2)=[CH:24][C:21]2[S:22][CH:23]=[C:19]([CH2:18][C:17]([OH:30])=[O:16])[C:20]=2[CH:27]=1. Procedure details: The title compound was prepared from commercially available 3-chloromethyl-5-(4-chloro-phenyl)-isoxazole and compound 78C in a manner analogous to compound 77C. Starting materials: ClC=1C(=NC=C(C1)C(F)(F)F)C1(CC1)C=O (1-(3-chloro-5-trifluoromethyl-pyridin-2-yl)-cyclopropanecarbaldehyde), CC(C)(C)S(=O)N (2-methyl-propane-2-sulfinic acid amide). The reagents and catalysts are [O-]CC.[Ti+4].[O-]CC.[O-]CC.[O-]CC (titanium(IV)ethoxide). Run in O1CCCC1 (tetrahydrofuran), [Cl-].[Na+].O (brine). Conditions: time 24 hour. Product: ClC=1C(=NC=C(C1)C(F)(F)F)C1(CC1)C=NS(=O)C(C)(C)C (2-methyl-propane-2-sulfinic acid 1-[1-(3-chloro-5-trifluoromethyl-pyridin-2-yl)-cyclopropyl]-methylideneamide). Yield: 71.7%. RXN SMILES: [Cl:1][C:2]1[C:3]([C:12]2([CH:15]=O)[CH2:14][CH2:13]2)=[N:4][CH:5]=[C:6]([C:8]([F:11])([F:10])[F:9])[CH:7]=1.[CH3:17][C:18]([S:21]([NH2:23])=[O:22])([CH3:20])[CH3:19]>O1CCCC1.[Cl-].[Na+].O.[O-]CC.[Ti+4].[O-]CC.[O-]CC.[O-]CC>[Cl:1][C:2]1[C:3]([C:12]2([CH:15]=[N:23][S:21]([C:18]([CH3:20])([CH3:19])[CH3:17])=[O:22])[CH2:14][CH2:13]2)=[N:4][CH:5]=[C:6]([C:8]([F:11])([F:10])[F:9])[CH:7]=1 |f:3.4.5,6.7.8.9.10|. Procedure: 0.72 g of 1-(3-chloro-5-trifluoromethyl-pyridin-2-yl)-cyclopropanecarbaldehyde (step 2) was dissolved in 13 ml of tetrahydrofuran, then 1.32 g of titanium(IV)ethoxide and 355 mg of 2-methyl-propane-2-sulfinic acid amide were added to the solution. The reaction mixture was stirred at ambient temperature for 24 hours, then poured into brine. The resulting suspension was filtered, the filtrate extracted with ethyl acetate, the organic phase dried over sodium sulfate, filtered and concentrated. The ... Starting materials: N1(CCCCCC1)C1=CC=C(C=C1)S(=O)(=O)NCC(CC(=O)O)O (4-[[[4-(hexahydro-1H-azepin-1-yl)-phenyl]-sulphonyl]-amino]-3-hydroxy butanoic acid), FC(C(=O)[O-])(F)F.[Na+] (sodium trifluoro-acetate). Solvent: FC(C(=O)OC(C(F)(F)F)=O)(F)F (trifluoroacetic anhydride). Conditions: time 3 hour. Yields the product N1(CCCCCC1)C1=CC=C(C=C1)S(=O)(=O)N1C(CC(C1)O)=O (1-[[4-(hexahydro-1H-azepin-1-yl)-phenyl]-sulphonyl]-4-hydroxy-pyrrolidinon). As a reaction SMILES: [N:1]1([C:8]2[CH:13]=[CH:12][C:11]([S:14]([NH:17][CH2:18][CH:19]([OH:24])[CH2:20][C:21]([OH:23])=O)(=[O:16])=[O:15])=[CH:10][CH:9]=2)[CH2:7][CH2:6][CH2:5][CH2:4][CH2:3][CH2:2]1.FC(F)(F)C([O-])=O.[Na+]>FC(F)(F)C(OC(=O)C(F)(F)F)=O>[N:1]1([C:8]2[CH:9]=[CH:10][C:11]([S:14]([N:17]3[CH2:18][CH:19]([OH:24])[CH2:20][C:21]3=[O:23])(=[O:16])=[O:15])=[CH:12][CH:13]=2)[CH2:7][CH2:6][CH2:5][CH2:4][CH2:3][CH2:2]1 |f:1.2|. Procedure: 6.3 g of the product obtained in Stage A above, 30 cm3 of trifluoroacetic anhydride and 6.3 g of sodium trifluoro-acetate are agitated under reflux for 12 hours. The mixture is evaporated to dryness, cooled down and the residue is taken up immediately in 120 cm3 of a 5% solution of sodium bicarbonate then in 350 cm3 of methanol. Agitation is carried out for 3 hours at ambient temperature, the mixture is concentrated to a reduced volume at 30° C. then extracted with methylene chloride, the extrac... Starting materials: O (H2O), [H][H] (hydrogen), N12C[C@H](C(CC1)CC2)N2C(C1=CC=CC(=C1C=C2)CC)=O ((S)-2-(1-Azabicyclo[2.2.2]oct-3-yl)-5-ethyl-1(2H)-isoquinolinone). Reagents/catalysts: [Pd] (palladium on carbon). Solvent: CO (methanol). The product is N12C[C@H](C(CC1)CC2)N2C(C1=CC=CC(=C1CC2)CC)=O ((S)-2-(1-azabicyclo[2.2.2]oct-3-yl)-5-ethyl-3,4-dihydro-1(2H)-isoquinolinone). Isolated yield 112.0%. As a reaction SMILES: [N:1]12[CH2:8][CH2:7][CH:4]([CH2:5][CH2:6]1)[C@H:3]([N:9]1[CH:18]=[CH:17][C:16]3[C:11](=[CH:12][CH:13]=[CH:14][C:15]=3[CH2:19][CH3:20])[C:10]1=[O:21])[CH2:2]2.[H][H].O>CO.[Pd]>[N:1]12[CH2:6][CH2:5][CH:4]([CH2:7][CH2:8]1)[C@H:3]([N:9]1[CH2:18][CH2:17][C:16]3[C:11](=[CH:12][CH:13]=[CH:14][C:15]=3[CH2:19][CH3:20])[C:10]1=[O:21])[CH2:2]2. Procedure: (S)-2-(1-Azabicyclo[2.2.2]oct-3-yl)-5-ethyl-1(2H)-isoquinolinone (0.49 g, 1.5 mmol), from Example 2, was dissolved in methanol (10 ml) and reduced with hydrogen and 10% palladium on carbon at 50 psi for 5 hours. Filtration to remove the catalyst and evaporation of the methanol gave (S)-2-(1-azabicyclo[2.2.2]oct-3-yl)-5-ethyl-3,4-dihydro-1(2H)-isoquinolinone (0.48 g, 1.68 mmol), m.p. >290° C., [α]D25 -40.3° (c=0.64 H2O ). Starting materials: Fc1cccc(Br)c1, O=C([O-])[O-], Cc1ccc(O)c(C(O)=S)c1, CN(C)C=O, [Cu], [K+], [K+]. Product: Cc1ccc(Oc2cccc(F)c2)c(C(O)=S)c1. As a reaction SMILES: [Br:12][c:13]1[cH:14][c:15]([F:19])[cH:16][cH:17][cH:18]1.[C:20](=[O:21])([O-:22])[O-:23].[CH3:1][c:2]1[cH:3][cH:4][c:5]([OH:11])[c:6]([C:7](=[S:8])[OH:9])[cH:10]1.[CH3:26][N:27]([CH3:28])[CH:29]=[O:30].[Cu:31].[K+:24].[K+:25]>>[CH3:1][c:2]1[cH:3][cH:4][c:5]([O:11][c:13]2[cH:14][c:15]([F:19])[cH:16][cH:17][cH:18]2)[c:6]([C:7](=[S:8])[OH:9])[cH:10]1.